Task: describe an organic reaction: reactants, conditions, products, and yield. Dataset: the Open Reaction Database (ORD), a public repository of structured organic reaction records Starting materials: CC(C)(C)OC(=O)NC(Cc1ccccc1)C(=O)NCC(=O)N1CCCC1C(=O)NC(Cc1ccccc1)C(=O)OCc1ccc([N+](=O)[O-])cc1, NN, O. Yields the product CC(C)(C)OC(=O)NC(Cc1ccccc1)C(=O)NCC(=O)N1CCCC1C(=O)NC(Cc1ccccc1)C(=O)O. As a reaction SMILES: [N+:1]([c:2]1[cH:3][cH:4][c:5]([CH2:6][O:9][C:10]([CH:11]([NH:12][C:13]([CH:14]2[N:15]([C:19]([CH2:20][NH:21][C:22]([CH:23]([NH:24][C:25](=[O:26])[O:27][C:28]([CH3:29])([CH3:30])[CH3:31])[CH2:32][c:33]3[cH:34][cH:35][cH:36][cH:37][cH:38]3)=[O:39])=[O:40])[CH2:16][CH2:17][CH2:18]2)=[O:41])[CH2:42][c:43]2[cH:44][cH:45][cH:46][cH:47][cH:48]2)=[O:49])[cH:7][cH:8]1)([O-:50])=[O:51].[NH2:53][NH2:54].[OH2:52]>>[O:9]=[C:10]([CH:11]([NH:12][C:13]([CH:14]1[N:15]([C:19]([CH2:20][NH:21][C:22]([CH:23]([NH:24][C:25](=[O:26])[O:27][C:28]([CH3:29])([CH3:30])[CH3:31])[CH2:32][c:33]2[cH:34][cH:35][cH:36][cH:37][cH:38]2)=[O:39])=[O:40])[CH2:16][CH2:17][CH2:18]1)=[O:41])[CH2:42][c:43]1[cH:44][cH:45][cH:46][cH:47][cH:48]1)[OH:49]. Starting materials: [Br-], N#Cc1ccc(CCC2CCC(C=O)CC2)cc1, C1CCOC1, CC(C)(C)[O-], FCCC[P+](c1ccccc1)(c1ccccc1)c1ccccc1, [K+]. Product: N#Cc1ccc(CCC2CCC(C=CCCF)CC2)cc1. Reaction SMILES: [Br-:1].[C:31](#[N:32])[c:33]1[cH:34][cH:35][c:36]([CH2:39][CH2:40][CH:41]2[CH2:42][CH2:43][CH:44]([CH:47]=[O:48])[CH2:45][CH2:46]2)[cH:37][cH:38]1.[CH2:49]1[O:50][CH2:51][CH2:52][CH2:53]1.[CH3:25][C:26]([CH3:27])([O-:28])[CH3:29].[F:2][CH2:3][CH2:4][CH2:5][P+:6]([c:7]1[cH:8][cH:9][cH:10][cH:11][cH:12]1)([c:13]1[cH:14][cH:15][cH:16][cH:17][cH:18]1)[c:19]1[cH:20][cH:21][cH:22][cH:23][cH:24]1.[K+:30]>>[F:2][CH2:3][CH2:4][CH:5]=[CH:47][CH:44]1[CH2:43][CH2:42][CH:41]([CH2:40][CH2:39][c:36]2[cH:35][cH:34][c:33]([C:31]#[N:32])[cH:38][cH:37]2)[CH2:46][CH2:45]1. The reactants are C1COCCO1, CCOC(C)=O, [Cl-], CCC1CN(S(=O)(=O)c2cc3cc(Cl)ccc3n2S(=O)(=O)c2ccccc2)CCN1, [NH4+], [Na+], [OH-], O. Yields the product CCC1CN(S(=O)(=O)c2cc3cc(Cl)ccc3[nH]2)CCN1. As a reaction SMILES: [CH2:3]1[O:4][CH2:5][CH2:6][O:7][CH2:8]1.[CH3:41][CH2:42][O:43][C:44](=[O:45])[CH3:46].[Cl-:39].[Cl:9][c:10]1[cH:11][c:12]2[cH:13][c:14]([S:28](=[O:29])(=[O:30])[N:31]3[CH2:32][CH:33]([CH2:37][CH3:38])[NH:34][CH2:35][CH2:36]3)[n:15]([S:19]([c:20]3[cH:21][cH:22][cH:23][cH:24][cH:25]3)(=[O:26])=[O:27])[c:16]2[cH:17][cH:18]1.[NH4+:40].[Na+:2].[OH-:1].[OH2:47]>>[Cl:9][c:10]1[cH:11][c:12]2[cH:13][c:14]([S:28](=[O:29])(=[O:30])[N:31]3[CH2:32][CH:33]([CH2:37][CH3:38])[NH:34][CH2:35][CH2:36]3)[nH:15][c:16]2[cH:17][cH:18]1. The reactants are FC=1C=C(C=CC1CC=O)C1=CC=C(C=C1)C(F)(F)F ((3-fluoro-4′-trifluoromethyl-biphenyl-4-yl)-acetaldehyde), [BH4-].[Na+] (sodium borohydride), CCOC(=O)C.CCCCCC (EtOAc hexane). Run in C1CCOC1.CO (THF MeOH). Product: FC=1C=C(C=CC1CCO)C1=CC=C(C=C1)C(F)(F)F (2-(3-Fluoro-4′-trifluoromethyl-biphenyl-4-yl)-ethanol). The yield is 100.4%. As a reaction SMILES: [F:1][C:2]1[CH:3]=[C:4]([C:11]2[CH:16]=[CH:15][C:14]([C:17]([F:20])([F:19])[F:18])=[CH:13][CH:12]=2)[CH:5]=[CH:6][C:7]=1[CH2:8][CH:9]=[O:10].[BH4-].[Na+].CCOC(C)=O.CCCCCC>C1COCC1.CO>[F:1][C:2]1[CH:3]=[C:4]([C:11]2[CH:16]=[CH:15][C:14]([C:17]([F:18])([F:19])[F:20])=[CH:13][CH:12]=2)[CH:5]=[CH:6][C:7]=1[CH2:8][CH2:9][OH:10] |f:1.2,3.4,5.6|. Procedure details: To a 0° C. solution of (3-fluoro-4′-trifluoromethyl-biphenyl-4-yl)-acetaldehyde (372 mg, 1.31 mmol) in THF/MeOH (10/3 mL) is added portion-wise sodium borohydride (100 mg, 2.62 mmol) and warmed to room temperature. After 1 h TLC (30% EtOAc/hexane) indicates complete consumption of starting material. The reaction mixture is concentrated and the residue is partitioned between EtOAc (100 mL) and 0.2N HCl (20 mL). The aqueous layer is extracted with a second portion of EtOAc (50 mL). The combined or...